From a dataset of the Open Reaction Database (ORD), a public repository of structured organic reaction records. describe an organic reaction: reactants, conditions, products, and yield Starting materials: C[S-], Cl, [Na+], CN(C)C=O, O=c1c2nc(CBr)n(-c3ccccc3)c2nc(-c2ccc(-c3ccccc3)cc2)n1-c1ccc(Cl)cc1. Product: CSCc1nc2c(=O)n(-c3ccc(Cl)cc3)c(-c3ccc(-c4ccccc4)cc3)nc2n1-c1ccccc1. As a reaction SMILES: [CH3:38][S-:39].[ClH:41].[Na+:40].[O:42]=[CH:43][N:44]([CH3:45])[CH3:46].[c:1]1(-[c:32]2[cH:33][cH:34][cH:35][cH:36][cH:37]2)[cH:2][cH:3][c:4](-[c:7]2[n:8](-[c:25]3[cH:26][cH:27][c:28]([Cl:31])[cH:29][cH:30]3)[c:9](=[O:24])[c:10]3[n:11][c:12]([CH2:22][Br:23])[n:13](-[c:16]4[cH:17][cH:18][cH:19][cH:20][cH:21]4)[c:14]3[n:15]2)[cH:5][cH:6]1>>[c:1]1(-[c:32]2[cH:33][cH:34][cH:35][cH:36][cH:37]2)[cH:2][cH:3][c:4](-[c:7]2[n:8](-[c:25]3[cH:26][cH:27][c:28]([Cl:31])[cH:29][cH:30]3)[c:9](=[O:24])[c:10]3[n:11][c:12]([CH2:22][S:39][CH3:38])[n:13](-[c:16]4[cH:17][cH:18][cH:19][cH:20][cH:21]4)[c:14]3[n:15]2)[cH:5][cH:6]1. Reactants: Cc1c(C)c2c(c(C)c1NCc1ccccc1)C(c1ccc(C(C)C)cc1)C(C)O2, CCCCCC. Yields the product Cc1c(C)c2c(c(C)c1N)C(c1ccc(C(C)C)cc1)C(C)O2. RXN SMILES: [CH2:1]([c:2]1[cH:3][cH:4][cH:5][cH:6][cH:7]1)[NH:8][c:9]1[c:10]([CH3:30])[c:11]([CH3:29])[c:12]2[c:13]([c:27]1[CH3:28])[CH:14]([c:18]1[cH:19][cH:20][c:21]([CH:24]([CH3:25])[CH3:26])[cH:22][cH:23]1)[CH:15]([CH3:17])[O:16]2.[CH3:31][CH2:32][CH2:33][CH2:34][CH2:35][CH3:36]>>[NH2:8][c:9]1[c:10]([CH3:30])[c:11]([CH3:29])[c:12]2[c:13]([c:27]1[CH3:28])[CH:14]([c:18]1[cH:19][cH:20][c:21]([CH:24]([CH3:25])[CH3:26])[cH:22][cH:23]1)[CH:15]([CH3:17])[O:16]2.